This data is from the Open Reaction Database (ORD), a public repository of structured organic reaction records. The task is: describe an organic reaction: reactants, conditions, products, and yield Reactants: C([O-])([O-])=O.[Na+].[Na+] (sodium carbonate), FC(C(=O)O)(F)F (trifluoroacetic acid), C(CCC)N1C(=CC=C1)CC1=CC(=CC=C1)N (1-butyl-2-(3'-aminobenzyl)pyrrole), [O-]C#N.[Na+] (sodium cyanate). The solvent is C1=CC=CC=C1 (benzene), C1=CC=CC=C1 (benzene). Run at time 1 hour. Product: C(CCC)N1C(=CC=C1)CC1=CC(=CC=C1)NC(=O)N (1-Butyl-2-(3'-ureidobenzyl)pyrrole). Isolated yield 67.0%. As a reaction SMILES: FC(F)(F)C(O)=O.[CH2:8]([N:12]1[CH:16]=[CH:15][CH:14]=[C:13]1[CH2:17][C:18]1[CH:23]=[CH:22][CH:21]=[C:20]([NH2:24])[CH:19]=1)[CH2:9][CH2:10][CH3:11].[O-:25][C:26]#[N:27].[Na+].C(=O)([O-])[O-].[Na+].[Na+]>C1C=CC=CC=1>[CH2:8]([N:12]1[CH:16]=[CH:15][CH:14]=[C:13]1[CH2:17][C:18]1[CH:23]=[CH:22][CH:21]=[C:20]([NH:24][C:26]([NH2:27])=[O:25])[CH:19]=1)[CH2:9][CH2:10][CH3:11] |f:2.3,4.5.6|. Procedure details: A solution of 3.5 ml (45 mmol) of trifluoroacetic acid in 25 ml of benzene was added dropwise to a suspension of 5 g (21 mmol) of 1-butyl-2-(3'-aminobenzyl)pyrrole and 2.85 g (43 mmol) of sodium cyanate in 250 ml of benzene. The reaction mixture was stirred at room temperature for 1 hour further and then poured into 600 ml of saturated sodium carbonate solution. The organic phase was separated and the aqueous phase extracted with ethyl acetate (3×300 ml). The combined extracts were washed with w... Reactants: O (Water), ClC(COC(=O)NC1CN(CCC1)C(=O)OC(C)(C)C)(Cl)Cl (tert-butyl 3-{[(2,2,2-trichloroethoxy)carbonyl]amino}piperidine-1-carboxylate), C1(=CC=CC=C1)C1=NSC(=N1)N1CCNCC1 (1-(3-phenyl-1,2,4-thiadiazol-5-yl)piperazine), C(C)(C)N(CC)C(C)C (diisopropylethylamine). Run in CS(=O)C (dimethyl sulfoxide). Product: C1(=CC=CC=C1)C1=NSC(=N1)N1CCN(CC1)C(=O)NC1CN(CCC1)C(=O)OC(C)(C)C (tert-Butyl 3-({[4-(3-phenyl-1,2,4-thiadiazol-5-yl)piperazin-1-yl]carbonyl}amino)piperidine-1-carboxylate). Isolated yield 13.0%. RXN SMILES: ClC(Cl)(Cl)CO[C:5]([NH:7][CH:8]1[CH2:13][CH2:12][CH2:11][N:10]([C:14]([O:16][C:17]([CH3:20])([CH3:19])[CH3:18])=[O:15])[CH2:9]1)=[O:6].[C:23]1([C:29]2[N:33]=[C:32]([N:34]3[CH2:39][CH2:38][NH:37][CH2:36][CH2:35]3)[S:31][N:30]=2)[CH:28]=[CH:27][CH:26]=[CH:25][CH:24]=1.C(N(C(C)C)CC)(C)C.O>CS(C)=O>[C:23]1([C:29]2[N:33]=[C:32]([N:34]3[CH2:39][CH2:38][N:37]([C:5]([NH:7][CH:8]4[CH2:13][CH2:12][CH2:11][N:10]([C:14]([O:16][C:17]([CH3:18])([CH3:19])[CH3:20])=[O:15])[CH2:9]4)=[O:6])[CH2:36][CH2:35]3)[S:31][N:30]=2)[CH:24]=[CH:25][CH:26]=[CH:27][CH:28]=1. Reported procedure: A mixed solution of tert-butyl 3-{[(2,2,2-trichloroethoxy)carbonyl]amino}piperidine-1-carboxylate (555 mg, 1.48 mmol), 1-(3-phenyl-1,2,4-thiadiazol-5-yl)piperazine (400 mg, 1.62 mmol) and diisopropylethylamine (0.257 ml, 1.48 mmol) in dimethyl sulfoxide (4.9 ml) was stirred at 70° C. for 4 days. Water was poured to the reaction mixture, and the resulting solution was extracted with ethyl acetate. The extract was washed with water and dried over anhydrous magnesium sulfate, and the solvent was di... Reactants: O=C1CCCC(=O)O1, C1CCOC1, COC(=O)CCCCCCCCCCCN, Cl, O. The product is COC(=O)CCCCCCCCCCCNC(=O)CCCC(=O)O. RXN SMILES: [C:18]1(=[O:25])[CH2:19][CH2:20][CH2:21][C:22](=[O:23])[O:24]1.[CH2:27]1[O:28][CH2:29][CH2:30][CH2:31]1.[CH3:2][O:3][C:4]([CH2:5][CH2:6][CH2:7][CH2:8][CH2:9][CH2:10][CH2:11][CH2:12][CH2:13][CH2:14][CH2:15][NH2:16])=[O:17].[ClH:1].[OH2:26]>>[CH3:2][O:3][C:4]([CH2:5][CH2:6][CH2:7][CH2:8][CH2:9][CH2:10][CH2:11][CH2:12][CH2:13][CH2:14][CH2:15][NH:16][C:18]([CH2:19][CH2:20][CH2:21][C:22](=[O:23])[OH:24])=[O:25])=[O:17]. The reactants are BrC=1C=CC=2N3C4=C(C=C(C=C4C2C1)OC)C(C=C3)=O (10-bromo-2-methoxy-4H-pyrido[3,2,1-jk]carbazole-4-one), ice water, B(Br)(Br)Br (boron tribromide), ice water. Solvent: C(Cl)Cl (methylene chloride). Conditions: time 12 hour. The product is BrC=1C=CC=2N3C4=C(C=C(C=C4C2C1)O)C(C=C3)=O (10-bromo-2-hydroxy-4H-pyrido[3,2,1-jk]carbazole-4-one). Yield: 78.3%. Reaction SMILES: [Br:1][C:2]1[CH:3]=[CH:4][C:5]2[N:6]3[CH:19]=[CH:18][C:17](=[O:20])[C:8]4[CH:9]=[C:10]([O:15]C)[CH:11]=[C:12]([C:13]=2[CH:14]=1)[C:7]3=4.B(Br)(Br)Br>C(Cl)Cl>[Br:1][C:2]1[CH:3]=[CH:4][C:5]2[N:6]3[CH:19]=[CH:18][C:17](=[O:20])[C:8]4[CH:9]=[C:10]([OH:15])[CH:11]=[C:12]([C:13]=2[CH:14]=1)[C:7]3=4. Procedure: 10-bromo-2-methoxy-4H-pyrido[3,2,1-jk]carbazole-4-one (3.2 g) obtained in Example 58 was suspended in anhydrous methylene chloride (500 ml), and boron tribromide (25 g) was added dropwise at room temperature. The mixture was stirred at room temperature for 12 hours and the reaction mixture was poured into ice water (1 L) and the crystals precipitated were recovered by filtration. The methylene chloride layer of the filtrate was washed with saturated aqueous solution of sodium chloride, dried ove... The reactants are [Si](C1=CC=CC=C1)(C1=CC=CC=C1)(C(C)(C)C)OCCCO (3-(tert-butyl-diphenylsilyloxy)-1-propanol), [Cr](=O)(=O)([O-])Cl.[NH+]1=CC=CC=C1 (pyridinium chlorochromate). Solvent: C(Cl)Cl (methylene chloride), C(C)OCC (diethyl ether). Reaction conditions: time 2 hour. Yields the product [Si](C1=CC=CC=C1)(C1=CC=CC=C1)(C(C)(C)C)OCCC=O (3-(tert-butyldiphenylsilyloxy)-1-propanal). As a reaction SMILES: [Si:1]([O:18][CH2:19][CH2:20][CH2:21][OH:22])([C:14]([CH3:17])([CH3:16])[CH3:15])([C:8]1[CH:13]=[CH:12][CH:11]=[CH:10][CH:9]=1)[C:2]1[CH:7]=[CH:6][CH:5]=[CH:4][CH:3]=1.[Cr](Cl)([O-])(=O)=O.[NH+]1C=CC=CC=1>C(Cl)Cl.C(OCC)C>[Si:1]([O:18][CH2:19][CH2:20][CH:21]=[O:22])([C:14]([CH3:16])([CH3:17])[CH3:15])([C:8]1[CH:9]=[CH:10][CH:11]=[CH:12][CH:13]=1)[C:2]1[CH:3]=[CH:4][CH:5]=[CH:6][CH:7]=1 |f:1.2|. Procedure details: A solution of 3-(tert-butyl-diphenylsilyloxy)-1-propanol (1 mmole) in methylene chloride (7 mL) was treated with powder molecular sieves (4 A, 0.5 equiv. wt/wt) and pyridinium chlorochromate (1.5 mmole) at 0° C. The resulting mixture was stirred at room temperature for 2 h, and diluted with diethyl ether (7 mL) and stirred at room temperature for another 30 min. Filtration, evaporation and chromatography gave 3-(tert-butyldiphenylsilyloxy)-1-propanal as a clear oil. Reactants: O=C([O-])O, CCN1CCNCC1, Cc1ccc(NC(=O)c2cccc(C(C)(C)C#N)c2)cc1Oc1ccc2nc(NC(=O)CCl)sc2n1, [Na+], C1CCOC1. Yields the product CCN1CCN(CC(=O)Nc2nc3ccc(Oc4cc(NC(=O)c5cccc(C(C)(C)C#N)c5)ccc4C)nc3s2)CC1. As a reaction SMILES: [C:45](=[O:46])([O-:47])[OH:48].[CH2:37]([CH3:38])[N:39]1[CH2:40][CH2:41][NH:42][CH2:43][CH2:44]1.[Cl:1][CH2:2][C:3](=[O:4])[NH:5][c:6]1[s:7][c:8]2[n:9][c:10]([O:15][c:16]3[cH:17][c:18]([NH:23][C:24]([c:25]4[cH:26][c:27]([C:31]([CH3:32])([CH3:33])[C:34]#[N:35])[cH:28][cH:29][cH:30]4)=[O:36])[cH:19][cH:20][c:21]3[CH3:22])[cH:11][cH:12][c:13]2[n:14]1.[Na+:49].[O:50]1[CH2:51][CH2:52][CH2:53][CH2:54]1>>[CH2:2]([C:3](=[O:4])[NH:5][c:6]1[s:7][c:8]2[n:9][c:10]([O:15][c:16]3[cH:17][c:18]([NH:23][C:24]([c:25]4[cH:26][c:27]([C:31]([CH3:32])([CH3:33])[C:34]#[N:35])[cH:28][cH:29][cH:30]4)=[O:36])[cH:19][cH:20][c:21]3[CH3:22])[cH:11][cH:12][c:13]2[n:14]1)[N:42]1[CH2:41][CH2:40][N:39]([CH2:37][CH3:38])[CH2:44][CH2:43]1. Starting materials: [Li+].CC(C)[N-]C(C)C (LDA), C(C)OP(=O)(OCC)CC=1N=CN(C1)C(C1=CC=CC=C1)(C1=CC=CC=C1)C1=CC=CC=C1 (4-Diethylphosphonomethyl-1-triphenylmethylimidazole), C(=O)C1CCN(CC1)C1=CC=CC=C1 (4-formyl-1-phenylpiperidine). The solvent is C1CCOC1 (THF), C1CCOC1 (THF). Reaction conditions: temperature -78 celsius, time 1 hour. The product is C1(=CC=CC=C1)C(N1C=NC(=C1)C=CC1CCN(CC1)C1=CC=CC=C1)(C1=CC=CC=C1)C1=CC=CC=C1 (4-[2-{1-(Triphenylmethyl)-4-imidazolyl}ethenyl]-1-phenylpiperidine). As a reaction SMILES: C(OP([CH2:9][C:10]1[N:11]=[CH:12][N:13]([C:15]([C:28]2[CH:33]=[CH:32][CH:31]=[CH:30][CH:29]=2)([C:22]2[CH:27]=[CH:26][CH:25]=[CH:24][CH:23]=2)[C:16]2[CH:21]=[CH:20][CH:19]=[CH:18][CH:17]=2)[CH:14]=1)(OCC)=O)C.[Li+].CC([N-]C(C)C)C.[CH:42]([CH:44]1[CH2:49][CH2:48][N:47]([C:50]2[CH:55]=[CH:54][CH:53]=[CH:52][CH:51]=2)[CH2:46][CH2:45]1)=O>C1COCC1>[C:28]1([C:15]([C:16]2[CH:17]=[CH:18][CH:19]=[CH:20][CH:21]=2)([C:22]2[CH:23]=[CH:24][CH:25]=[CH:26][CH:27]=2)[N:13]2[CH:14]=[C:10]([CH:9]=[CH:42][CH:44]3[CH2:49][CH2:48][N:47]([C:50]4[CH:55]=[CH:54][CH:53]=[CH:52][CH:51]=4)[CH2:46][CH2:45]3)[N:11]=[CH:12]2)[CH:33]=[CH:32][CH:31]=[CH:30][CH:29]=1 |f:1.2|. Procedure details: The product from Step D is dissolved in THF and cooled to -78° C. under nitrogen. A solution of LDA in THF is added dropwise. The reaction was stirred at -78° C. for 1 h, then a solution of 4-formyl-1-phenylpiperidine from Step A is added, and the reaction warmed to room temperature overnight. The reaction is quenched with ammonium chloride solution, and extracted with ethyl acetate. The title compound is obtained after chromatography on silica gel. Reactants: C(C1=CC=CC=C1)(C1=CC=CC=C1)C1OCC(N1CC(=O)OC(C)(C)C)C1=CC=CC=C1 (tert-butyl (2-benzhydryl-4-phenyl-oxazolidin-3-yl)-acetate), C(C)(C)[N-]C(C)C.[Li+] (lithium diisopropylamide), O1CCCC1 (tetrahydrofuran), isopropylaldehyde. Product: C(C1=CC=CC=C1)(C1=CC=CC=C1)C1OCC(N1C(C(=O)OC(C)(C)C)C(C(C)C)O)C1=CC=CC=C1 (tert-butyl 2-(2-benzhydryl-4-phenyl-oxazolidin-3-yl)-3-hydroxy-4-methyl-pentanoate). As a reaction SMILES: [CH:1]([CH:14]1[N:18]([CH2:19][C:20]([O:22][C:23]([CH3:26])([CH3:25])[CH3:24])=[O:21])[CH:17]([C:27]2[CH:32]=[CH:31][CH:30]=[CH:29][CH:28]=2)[CH2:16][O:15]1)([C:8]1[CH:13]=[CH:12][CH:11]=[CH:10][CH:9]=1)[C:2]1[CH:7]=[CH:6][CH:5]=[CH:4][CH:3]=1.[CH:33]([N-]C(C)C)(C)C.[Li+].[O:41]1[CH2:45][CH2:44][CH2:43]C1>>[CH:1]([CH:14]1[N:18]([CH:19]([CH:45]([OH:41])[CH:44]([CH3:33])[CH3:43])[C:20]([O:22][C:23]([CH3:26])([CH3:24])[CH3:25])=[O:21])[CH:17]([C:27]2[CH:32]=[CH:31][CH:30]=[CH:29][CH:28]=2)[CH2:16][O:15]1)([C:2]1[CH:7]=[CH:6][CH:5]=[CH:4][CH:3]=1)[C:8]1[CH:9]=[CH:10][CH:11]=[CH:12][CH:13]=1 |f:1.2|. Procedure: Scheme 4 and 5 show routes for preparation of compound of formula 2b. The protected amino acid is either commercially available material or prepared as described in known literature. For example, the CBZ protected (2S,3S)-hydroxyleucine (CBZ: benzyloxycarbonyl) is prepared according to the analogous procedure to that described in the literature (Panek, J., J. Org. Chem., 1998, 63, 2382). As shown in scheme 4, phenylglycinol is alkylated with tert-butyl bromoacetate in the presence of base such a... The reactants are NC=1C=C(C=CC1)O (3-Aminophenol), C1(=CC=C(C=C1)S(=O)(=O)O)C (p-toluenesulfonic acid). Run in C1CCOC1 (THF), C(C)OC=O (ethylformate). Conditions: time 18 hour. Yields the product CNC=1C=C(C=CC1)O (3-(Methylamino)phenol). Isolated yield 4810.1%. As a reaction SMILES: [NH2:1][C:2]1[CH:3]=[C:4]([OH:8])[CH:5]=[CH:6][CH:7]=1.[C:9]1(C)C=CC(S(O)(=O)=O)=CC=1>C(OC=O)C.C1COCC1>[CH3:9][NH:1][C:2]1[CH:3]=[C:4]([OH:8])[CH:5]=[CH:6][CH:7]=1. Procedure details: 3-Aminophenol (5.37 g, 49.2 mmol) in ethylformate (30 mL) was treated with p-toluenesulfonic acid (50 mg) and heated at reflux. After 18 hours, the volatiles were evaporated under reduced pressure. The residue was taken up in ethyl acetate and washed with 1N HCl, saturated NaHCO3, brine, dried (Na2SO4), filtered, and the filtrate concentrated under reduced pressure. The residue was dissolved in THF (25 mL) and treated with 1M borane tetrahydofuran complex (27.2 mL, 27.2 mmol) in THF. After 18 ho...